From a dataset of the Open Reaction Database (ORD), a public repository of structured organic reaction records. describe an organic reaction: reactants, conditions, products, and yield The reactants are FC1=C2C(=C(C(=NC2=CC(=C1)F)N1CCNCC1)C)NC=1C=NC=C(C1)N1CCOCC1 (5,7-difluoro-3-methyl-N-(5-morpholinopyridin-3-yl)-2-(piperazin-1-yl)quinolin-4-amine), O1C=NC(=C1)C(=O)O (oxazole-4-carboxylic acid). Yields the product FC1=C2C(=C(C(=NC2=CC(=C1)F)N1CCN(CC1)C(=O)C=1N=COC1)C)NC=1C=NC=C(C1)N1CCOCC1 ((4-(5,7-difluoro-3-methyl-4-(5-morpholinopyridin-3-ylamino)quinolin-2-yl)piperazin-1-yl)(oxazol-4-yl)methanone). Reaction SMILES: [F:1][C:2]1[CH:11]=[C:10]([F:12])[CH:9]=[C:8]2[C:3]=1[C:4]([NH:20][C:21]1[CH:22]=[N:23][CH:24]=[C:25]([N:27]3[CH2:32][CH2:31][O:30][CH2:29][CH2:28]3)[CH:26]=1)=[C:5]([CH3:19])[C:6]([N:13]1[CH2:18][CH2:17][NH:16][CH2:15][CH2:14]1)=[N:7]2.[O:33]1[CH:37]=[C:36]([C:38](O)=[O:39])[N:35]=[CH:34]1>>[F:1][C:2]1[CH:11]=[C:10]([F:12])[CH:9]=[C:8]2[C:3]=1[C:4]([NH:20][C:21]1[CH:22]=[N:23][CH:24]=[C:25]([N:27]3[CH2:32][CH2:31][O:30][CH2:29][CH2:28]3)[CH:26]=1)=[C:5]([CH3:19])[C:6]([N:13]1[CH2:14][CH2:15][N:16]([C:38]([C:36]3[N:35]=[CH:34][O:33][CH:37]=3)=[O:39])[CH2:17][CH2:18]1)=[N:7]2. Reported procedure: Prepared according to Procedure Q using 5,7-difluoro-3-methyl-N-(5-morpholinopyridin-3-yl)-2-(piperazin-1-yl)quinolin-4-amine (40.0 mg, 0.09 mmol) and oxazole-4-carboxylic acid to give (4-(5,7-difluoro-3-methyl-4-(5-morpholinopyridin-3-ylamino)quinolin-2-yl)piperazin-1-yl)(oxazol-4-yl)methanone. 1H NMR (DMSO-d6) δ ppm 2.11 (br s, 3H), 3.05 (t, J=4.4 Hz, 4H), 3.32-3.37 (m, 4H), 3.69 (t, J=4.4 Hz, 4H), 3.80 (br s, 2H), 4.00-4.07 (m, 2H), 6.51 (s, 1H), 7.11-7.16 (m, 1H), 7.27-7.32 (m, 1H), 7.53 (s,... Starting materials: ice, C(C)NC(NC=1SC2=C(N1)C=C(C=C2C2=NC=CC=C2)C2=CC=1OC(C(NC1N=C2)=O)(C(=O)OCC)C)=O (ethyl 7-(2-(3-ethylureido)-7-(pyridin-2-yl)benzothiazol-5-yl)-2-methyl-3-oxo-3,4-dihydro-2H-pyrido[3,2-b][1,4]oxazine-2-carboxylate), [Li+].[OH-] (LiOH). Solvent: C1CCOC1 (THF). Reaction conditions: time 3 hour. The product is C(C)NC(=O)NC=1SC2=C(N1)C=C(C=C2C2=NC=CC=C2)C2=CC=1OC(C(NC1N=C2)=O)(C(=O)O)C (7-[2-(Ethylcarbamoylamino)-7-(2-pyridyl)-1,3-benzothiazol-5-yl]-2-methyl-3-oxo-4H-pyrido[3,2-b][1,4]oxazine-2-carboxylic acid). Yield: 62.6%. As a reaction SMILES: [CH2:1]([NH:3][C:4](=[O:38])[NH:5][C:6]1[S:7][C:8]2[C:14]([C:15]3[CH:20]=[CH:19][CH:18]=[CH:17][N:16]=3)=[CH:13][C:12]([C:21]3[CH:30]=[N:29][C:28]4[NH:27][C:26](=[O:31])[C:25]([CH3:37])([C:32]([O:34]CC)=[O:33])[O:24][C:23]=4[CH:22]=3)=[CH:11][C:9]=2[N:10]=1)[CH3:2].[Li+].[OH-]>C1COCC1>[CH2:1]([NH:3][C:4]([NH:5][C:6]1[S:7][C:8]2[C:14]([C:15]3[CH:20]=[CH:19][CH:18]=[CH:17][N:16]=3)=[CH:13][C:12]([C:21]3[CH:30]=[N:29][C:28]4[NH:27][C:26](=[O:31])[C:25]([CH3:37])([C:32]([OH:34])=[O:33])[O:24][C:23]=4[CH:22]=3)=[CH:11][C:9]=2[N:10]=1)=[O:38])[CH3:2] |f:1.2|. Reported procedure: To an ice-cold solution of ethyl 7-(2-(3-ethylureido)-7-(pyridin-2-yl)benzothiazol-5-yl)-2-methyl-3-oxo-3,4-dihydro-2H-pyrido[3,2-b][1,4]oxazine-2-carboxylate (0.10 g, 0.19 mmol) in THF was added LiOH (0.023 g, 0.57 mmol dissolved in minimum amount of H2O) and the mixture stirred at rt for 3 h. After completion of reaction (by TLC), the solvent was concentrated and 10 mL of water added to the reaction. The aqueous layer was washed with EtOAc (2×50 mL) and the organic layer discarded. The pH of t... Run at temperature 90 celsius. Reaction SMILES: O1CC[O:3][CH:2]1[C:6]1[CH:7]=[C:8]([CH:12]=[CH:13][CH:14]=1)[C:9]([NH2:11])=[O:10].CO[C:17](OC)([N:19](C)C)[CH3:18]>>[CH3:18][C:17]1[N:11]=[C:9]([C:8]2[CH:7]=[C:6]([CH:14]=[CH:13][CH:12]=2)[CH:2]=[O:3])[O:10][N:19]=1. The product is CC1=NOC(=N1)C=1C=C(C=O)C=CC1 (3-(3-Methyl-[1,2,4]oxadiazol-5-yl)-benzaldehyde). Yield: 102.7%. Reactants: O1C(OCC1)C=1C=C(C(=O)N)C=CC1 (3-[1,3]dioxolan-2-yl-benzamide), COC(C)(N(C)C)OC (dimethylacetamide dimethylacetal). Reported procedure: A mixture of 3-[1,3]dioxolan-2-yl-benzamide (2.3 g) and dimethylacetamide dimethylacetal (4 g) was heated under reflux for 1 hour and then evaporated to dryness. The oily residue was dissolved in dioxane (20 mL) and hydroxylamine hydrochloride (1.18 g), acetic acid (20 mL) and a 2N aqueous sodium hydroxide solution (9 mL) were added and the mixture was heated at 90° C. for 2 hours. After evaporation, the residue was dissolved in toluene (100 mL) and a 1N hydrochloric acid solution (50 mL) was ad...